Dataset: the Open Reaction Database (ORD), a public repository of structured organic reaction records. Task: describe an organic reaction: reactants, conditions, products, and yield The reactants are Cc1ccccc1, CCc1nc(C(=O)N2CCOC3(CCN(Cc4cccc(CCOCCC(=O)OC(C)(C)C)c4Cl)CC3)C2)cs1, ClCCl, O=C(O)C(F)(F)F. The product is CCc1nc(C(=O)N2CCOC3(CCN(Cc4cccc(CCOCCC(=O)O)c4Cl)CC3)C2)cs1. RXN SMILES: [CH3:48][c:49]1[cH:50][cH:51][cH:52][cH:53][cH:54]1.[Cl:1][c:2]1[c:3]([CH2:4][CH2:5][O:6][CH2:7][CH2:8][C:9](=[O:10])[O:11][C:12]([CH3:13])([CH3:14])[CH3:15])[cH:16][cH:17][cH:18][c:19]1[CH2:20][N:21]1[CH2:22][CH2:23][C:24]2([CH2:25][N:26]([C:30](=[O:31])[c:32]3[n:33][c:34]([CH2:37][CH3:38])[s:35][cH:36]3)[CH2:27][CH2:28][O:29]2)[CH2:39][CH2:40]1.[Cl:55][CH2:56][Cl:57].[OH:41][C:42]([C:43]([F:44])([F:45])[F:46])=[O:47]>>[Cl:1][c:2]1[c:3]([CH2:4][CH2:5][O:6][CH2:7][CH2:8][C:9](=[O:10])[OH:11])[cH:16][cH:17][cH:18][c:19]1[CH2:20][N:21]1[CH2:22][CH2:23][C:24]2([CH2:25][N:26]([C:30](=[O:31])[c:32]3[n:33][c:34]([CH2:37][CH3:38])[s:35][cH:36]3)[CH2:27][CH2:28][O:29]2)[CH2:39][CH2:40]1. Starting materials: C(#N)C=1C=C(C=CC1NC=1C=C(C(=O)OC)C=CC1)C1=CC(=CC=C1)OC (methyl 3-(3-cyano-3′-methoxybiphenyl-4-ylamino)benzoate), CC(=O)O (AcOH). The reagents and catalysts are C(C)(=O)O[Pd]OC(C)=O (diacetoxypalladium). Reaction conditions: temperature 130 celsius. The product is C(N)(=O)C=1C=C(C=C2C=3C=CC(=CC3NC12)C(=O)OC)C1=CC(=CC=C1)OC (methyl 8-carbamoyl-6-(3-methoxyphenyl)-9H-carbazole-2-carboxylate). RXN SMILES: [C:1]([C:3]1[CH:4]=[C:5]([C:20]2[CH:25]=[CH:24][CH:23]=[C:22]([O:26][CH3:27])[CH:21]=2)[CH:6]=[CH:7][C:8]=1[NH:9][C:10]1[CH:11]=[C:12]([CH:17]=[CH:18][CH:19]=1)[C:13]([O:15][CH3:16])=[O:14])#[N:2].CC(O)=[O:30]>C(O[Pd]OC(=O)C)(=O)C>[C:1]([C:3]1[CH:4]=[C:5]([C:20]2[CH:25]=[CH:24][CH:23]=[C:22]([O:26][CH3:27])[CH:21]=2)[CH:6]=[C:7]2[C:8]=1[NH:9][C:10]1[CH:11]=[C:12]([C:13]([O:15][CH3:16])=[O:14])[CH:17]=[CH:18][C:19]2=1)(=[O:30])[NH2:2]. Procedure: A mixture of methyl 3-(3-cyano-3′-methoxybiphenyl-4-ylamino)benzoate (3.3 g, 9.21 mmol), diacetoxypalladium (5.17 g, 23.02 mmol), and AcOH (150 mL) in a pressure vessel was heated at 130° C. for 48 h. The sold was separated by filtration and washed with several times with HOAc. The filtrate was taken and the HOAc was removed under reduced pressure. The residue was dissolved in a mixture of DCM and MeOH and mixed with silica gel (12 g). After the removal of solvents, the mixture was loaded to a s... Reactants: O=O (oxygen), O (H2O), OCCC[C@@]1(CCN(C(O1)=O)[C@@H](C)C1=CC=C(C=C1)C=C)C1=CC=CC=C1 ((R)-6-(3-hydroxypropyl)-6-phenyl-3-((S)-1-(4-vinylphenyl)ethyl)-1,3-oxazinan-2-one). Reagents/catalysts: [Pd](Cl)Cl (palladium(II) chloride), [Cu]Cl (copper(I) chloride). The solvent is CCOC(=O)C (EtOAc), CN(C)C=O (DMF). Yields the product C(C)(=O)C1=CC=C(C=C1)[C@H](C)N1C(O[C@](CC1)(C1=CC=CC=C1)CCCO)=O ((R)-3-((S)-1-(4-acetylphenyl)ethyl)-6-(3-hydroxypropyl)-6-phenyl-1,3-oxazinan-2-one). Isolated yield 52.0%. RXN SMILES: [OH:1][CH2:2][CH2:3][CH2:4][C@@:5]1([C:22]2[CH:27]=[CH:26][CH:25]=[CH:24][CH:23]=2)[O:10][C:9](=[O:11])[N:8]([C@H:12]([C:14]2[CH:19]=[CH:18][C:17]([CH:20]=[CH2:21])=[CH:16][CH:15]=2)[CH3:13])[CH2:7][CH2:6]1.[OH2:28].O=O>CN(C=O)C.CCOC(C)=O.[Cu]Cl.[Pd](Cl)Cl>[C:20]([C:17]1[CH:16]=[CH:15][C:14]([C@@H:12]([N:8]2[CH2:7][CH2:6][C@:5]([CH2:4][CH2:3][CH2:2][OH:1])([C:22]3[CH:27]=[CH:26][CH:25]=[CH:24][CH:23]=3)[O:10][C:9]2=[O:11])[CH3:13])=[CH:19][CH:18]=1)(=[O:28])[CH3:21]. Procedure details: A round-bottom flask was charged with copper(I) chloride (49 mg, 0.5 mmol), and a solution of (R)-6-(3-hydroxypropyl)-6-phenyl-3-((S)-1-(4-vinylphenyl)ethyl)-1,3-oxazinan-2-one (80 mg, 0.2 mmol) in DMF (3 mL) was added, followed by H2O (0.5 mL) and palladium(II) chloride (18 mg, 0.1 mmol). The reaction mixture was vigorously stirred under a balloon of oxygen at rt overnight. The reaction was diluted with EtOAc (5 mL), and filtered. The filtrate was separated, and the aqueous layer was extracted ... The reactants are CO, NS(=O)(=O)c1cc2ccc(OCC3CO3)cc2s1, O=S(=O)(O)O. Yields the product COCC(O)COc1ccc2cc(S(N)(=O)=O)sc2c1. As a reaction SMILES: [CH3:24][OH:25].[O:6]1[CH:7]([CH2:8][O:9][c:10]2[cH:11][cH:12][c:13]3[c:14]([s:15][c:16]([S:18]([NH2:19])(=[O:20])=[O:21])[cH:17]3)[cH:22]2)[CH2:23]1.[S:1](=[O:2])(=[O:3])([OH:4])[OH:5]>>[OH:6][CH:7]([CH2:8][O:9][c:10]1[cH:11][cH:12][c:13]2[c:14]([s:15][c:16]([S:18]([NH2:19])(=[O:20])=[O:21])[cH:17]2)[cH:22]1)[CH2:23][O:25][CH3:24]. Starting materials: C([O-])(O)=O.[Na+] (sodium bicarbonate), Cl.NO (hydroxylamine hydrochloride), CC1=CC(=CC(=N1)C#N)OCC(F)(F)F (6-methyl-4-(2,2,2-trifluoroethoxy)pyridine-2-carbonitrile). The solvent is C(C)O (ethanol). Reaction conditions: time 2 hour. Yields the product CC1=CC(=CC(=N1)C(=O)N)OCC(F)(F)F (6-methyl-4-(2,2,2-trifluoroethoxy)pyridine-2-carboxamide). Isolated yield 101.7%. Reaction SMILES: C(=O)(O)[O-:2].[Na+].Cl.NO.[CH3:9][C:10]1[N:15]=[C:14]([C:16]#[N:17])[CH:13]=[C:12]([O:18][CH2:19][C:20]([F:23])([F:22])[F:21])[CH:11]=1>C(O)C>[CH3:9][C:10]1[N:15]=[C:14]([C:16]([NH2:17])=[O:2])[CH:13]=[C:12]([O:18][CH2:19][C:20]([F:23])([F:21])[F:22])[CH:11]=1 |f:0.1,2.3|. Procedure details: To 6 ml of ethanol were added 0.54 g of sodium bicarbonate and 0.44 g of hydroxylamine hydrochloride, and the mixture was heated to reflux for 1 hour. After allowing to cool, 0.69 g of 6-methyl-4-(2,2,2-trifluoroethoxy)pyridine-2-carbonitrile was added at room temperature, and the mixture was stirred for 2 hours, and concentrated. To the residue was added water, the resultant solution was extracted with ethyl acetate three times, and the organic layers were combined, washed with an aqueous satur... Solvent: O (water). Yields the product C(=O)(O)CCCCCCC=1C(CC(C1)O)=O (2-(6-carboxyhexyl)-4-hydroxy-cyclopent-2-en-1-one). As a reaction SMILES: Br[CH:2]1[CH2:6][C:5](=[O:7])[C:4]([CH2:8][CH2:9][CH2:10][CH2:11][CH2:12][CH2:13][C:14]([OH:16])=[O:15])=[CH:3]1.CC(C)=[O:19]>[B-](F)(F)(F)F.[Ag+].O>[C:14]([CH2:13][CH2:12][CH2:11][CH2:10][CH2:9][CH2:8][C:4]1[C:5](=[O:7])[CH2:6][CH:2]([OH:19])[CH:3]=1)([OH:16])=[O:15] |f:2.3|. Run at time 90 minute. Procedure: To a stirred solution of 10.6 g. (ca. 34 mmoles) of crude 4-bromo-2-(6-carboxyhexyl)cyclopent-2-en-1-one (Example 8) in 100 ml. of acetone and 65 ml. of water is added 8.0 g. (45.2 mmoles) of silver fluoborate during 2 minutes. The temperature is maintained at 25°-30° C. by external cooling. The mixture is stirred for 90 minutes, filtered, saturated with sodium chloride and extracted with half saturated sodium bicarbonate solution. The basic extract is reacidified with dilute hydrochloric acid, ... The reactants are BrC1C=C(C(C1)=O)CCCCCCC(=O)O (4-bromo-2-(6-carboxyhexyl)cyclopent-2-en-1-one), CC(=O)C (acetone). The reagents and catalysts are [B-](F)(F)(F)F.[Ag+] (silver fluoborate). The reactants are FC(C(=O)O)(F)F.C1(CCCC1)C(=O)N1CC(CC(C1)C1=CC=C(C=C1)CC)N (1-(Cyclopentylcarbonyl)-5-(4-ethylphenyl)piperidine-3-amine trifluoroacetate), C(C1=CC=CC=C1)(=O)O (benzoic acid). Yields the product C1(CCCC1)C(=O)N1CC(CC(C1)C1=CC=C(C=C1)CC)NC(C1=CC=CC=C1)=O (N-[1-(Cyclopentylcarbonyl)-5-(4-ethylphenyl)piperidin-3-yl]benzamide). Reaction SMILES: FC(F)(F)C(O)=O.[CH:8]1([C:13]([N:15]2[CH2:20][CH:19]([C:21]3[CH:26]=[CH:25][C:24]([CH2:27][CH3:28])=[CH:23][CH:22]=3)[CH2:18][CH:17]([NH2:29])[CH2:16]2)=[O:14])[CH2:12][CH2:11][CH2:10][CH2:9]1.[C:30](O)(=[O:37])[C:31]1[CH:36]=[CH:35][CH:34]=[CH:33][CH:32]=1>>[CH:8]1([C:13]([N:15]2[CH2:20][CH:19]([C:21]3[CH:22]=[CH:23][C:24]([CH2:27][CH3:28])=[CH:25][CH:26]=3)[CH2:18][CH:17]([NH:29][C:30](=[O:37])[C:31]3[CH:36]=[CH:35][CH:34]=[CH:33][CH:32]=3)[CH2:16]2)=[O:14])[CH2:9][CH2:10][CH2:11][CH2:12]1 |f:0.1|. Procedure details: 170 mg (0.41 mmol) of 1-(cyclopentylcarbonyl)-5-(4-ethylphenyl)piperidine-3-amine trifluoroacetate (Example 8A) and 50 mg (0.41 mmol, 1.0 eq.) of benzoic acid were reacted according to General Method 1. Yield: 58 mg (35% of theory) The reactants are C[Si](C)(C)C=[N+]=[N-], CO, ClCCl, O=C(O)c1ccc(Cl)nc1OCC(F)F. The product is COC(=O)c1ccc(Cl)nc1OCC(F)F. As a reaction SMILES: [CH3:1][Si:2]([CH:3]=[N+:4]=[N-:5])([CH3:6])[CH3:7].[CH3:23][OH:24].[Cl:25][CH2:26][Cl:27].[Cl:8][c:9]1[n:10][c:11]([O:18][CH2:19][CH:20]([F:21])[F:22])[c:12]([C:13](=[O:14])[OH:15])[cH:16][cH:17]1>>[CH3:1][O:14][C:13]([c:12]1[c:11]([O:18][CH2:19][CH:20]([F:21])[F:22])[n:10][c:9]([Cl:8])[cH:17][cH:16]1)=[O:15]. The reactants are S([O-])(O)(=O)=O.[K+] (potassium bisulfate), C([O-])(O)=O.[Na+] (Sodium bicarbonate), N([C@@H](CCCN)C(=O)O)C(=O)OC(C)(C)C (Boc-Orn-OH), Cl.N1(C=NC=C1)S(=O)(=O)N=[N+]=[N-] (1H-imidazole-1-sulfonyl azide hydrochloride). Reagents/catalysts: O.O.O.O.O.S(=O)(=O)([O-])[O-].[Cu+2] (copper sulfate pentahydrate). Solvent: CO (methanol), O (water). Run at time 24 hour. Yields the product N(=[N+]=[N-])CCC[C@@H](C(=O)O)NC(=O)OC(C)(C)C ((S)-5-azido-2-((tert-butoxycarbonyl)amino)pentanoic acid). Reaction SMILES: C(=O)(O)[O-].[Na+].[NH:6]([C:15]([O:17][C:18]([CH3:21])([CH3:20])[CH3:19])=[O:16])[C@H:7]([C:12]([OH:14])=[O:13])[CH2:8][CH2:9][CH2:10][NH2:11].Cl.N1(S([N:31]=[N+:32]=[N-])(=O)=O)C=CN=C1.S(=O)(=O)(O)[O-].[K+]>CO.O.O.O.O.O.S([O-])([O-])(=O)=O.[Cu+2].O>[N:11]([CH2:10][CH2:9][CH2:8][C@H:7]([NH:6][C:15]([O:17][C:18]([CH3:21])([CH3:20])[CH3:19])=[O:16])[C:12]([OH:14])=[O:13])=[N+:31]=[N-:32] |f:0.1,3.4,5.6,8.9.10.11.12.13.14|. Procedure details: Sodium bicarbonate (1.99 g, 23.68 mmol) was added to a mixture of Boc-Orn-OH (Compound tk56) (1.0 g, 4.31 mmol) and copper sulfate pentahydrate (21 mg, 0.086 mmol) in methanol (20 mL)-water (6 mL) at room temperature, followed by addition of 1H-imidazole-1-sulfonyl azide hydrochloride synthesized by the method described in the literature (Org. Lett., 2007, 9, 3797) (1.08 g, 5.17 mmol). The reaction mixture was stirred at room temperature for 24 hours. The reaction mixture was cooled in an ice ba...